Task: describe an organic reaction: reactants, conditions, products, and yield. Dataset: the Open Reaction Database (ORD), a public repository of structured organic reaction records Starting materials: FC(C(I)(F)F)(F)F (pentafluoroiodoethane), C[Li].[Br-].[Li+] (methyllithium lithium bromide), BrC1=CC=CC(=N1)C=CC(=O)N(C)OC (3-(6-bromo-pyridin-2-yl)-N-methoxy-N-methyl-acrylamide). Reaction conditions: time 20 minute. Yields the product BrC1=CC=CC(=N1)C=CC(C(C(F)(F)F)(F)F)=O (1-(6-bromo-pyridin-2-yl)-4,4,5,5,5-pentafluoro-pent-1-en-3-one). The yield is 61.6%. RXN SMILES: [F:1][C:2]([F:8])([F:7])[C:3]([F:6])([F:5])I.C[Li].[Br-].[Li+].[Br:13][C:14]1[N:19]=[C:18]([CH:20]=[CH:21][C:22](N(OC)C)=[O:23])[CH:17]=[CH:16][CH:15]=1>>[Br:13][C:14]1[N:19]=[C:18]([CH:20]=[CH:21][C:22](=[O:23])[C:3]([F:6])([F:5])[C:2]([F:8])([F:7])[F:1])[CH:17]=[CH:16][CH:15]=1 |f:1.2.3|. Reported procedure: To a saturated solution of pentafluoroiodoethane (0.84 M, in diethyl ether) (42.1 mL, 35.3 mmol), was slowly added a solution of methyllithium/lithium bromide (1.5 M, in diethyl ether) (23.6 mL, 35.3 mmol) under nitrogen atmosphere at −78° C. The reaction mixture was stirred for 20 minutes and then a solution of 3-(6-bromo-pyridin-2-yl)-N-methoxy-N-methyl-acrylamide (3.2 g, 11.8 mmol, in tetrahydrofuran 30.0 mL) prepared in Step 2 was slowly added at −78° C. The reaction mixture was stirred at r... Starting materials: BrC1=C(C=CC=C1)S(=O)(=O)CCCS(=O)(=O)C1CCCCC1 (1-bromo-2-((3-(cyclohexylsulfonyl)propyl)sulfonyl)benzene), FC1=C(C=CC(=C1)B1OC(C(O1)(C)C)(C)C)C=1C=NC(=NC1)N (5-(2-fluoro-4-(4,4,5,5-tetramethyl-1,3,2-dioxaborolan-2-yl)phenyl)pyrimidin-2-amine). The product is C1(CCCCC1)S(=O)(=O)CCCS(=O)(=O)C1=C(C=CC=C1)C1=CC(=C(C=C1)C=1C=NC(=NC1)N)F (5-(2′-{[3-(Cyclohexylsulfonyl)propyl]sulfonyl}-3-fluorobiphenyl-4-yl)pyrimidin-2-amine). RXN SMILES: Br[C:2]1[CH:7]=[CH:6][CH:5]=[CH:4][C:3]=1[S:8]([CH2:11][CH2:12][CH2:13][S:14]([CH:17]1[CH2:22][CH2:21][CH2:20][CH2:19][CH2:18]1)(=[O:16])=[O:15])(=[O:10])=[O:9].[F:23][C:24]1[CH:29]=[C:28](B2OC(C)(C)C(C)(C)O2)[CH:27]=[CH:26][C:25]=1[C:39]1[CH:40]=[N:41][C:42]([NH2:45])=[N:43][CH:44]=1>>[CH:17]1([S:14]([CH2:13][CH2:12][CH2:11][S:8]([C:3]2[CH:4]=[CH:5][CH:6]=[CH:7][C:2]=2[C:28]2[CH:27]=[CH:26][C:25]([C:39]3[CH:44]=[N:43][C:42]([NH2:45])=[N:41][CH:40]=3)=[C:24]([F:23])[CH:29]=2)(=[O:10])=[O:9])(=[O:16])=[O:15])[CH2:22][CH2:21][CH2:20][CH2:19][CH2:18]1. Procedure details: The title compound was prepared in a manner similar to that described in Example 88 using 1-bromo-2-((3-(cyclohexylsulfonyl)propyl)sulfonyl)benzene and 5-(2-fluoro-4-(4,4,5,5-tetramethyl-1,3,2-dioxaborolan-2-yl)phenyl)pyrimidin-2-amine. MS (ESI): mass calcd. for C25H28FN3O4S2, 517.15; m/z found, 518.1 [M+H]+. 1H NMR (500 MHz, CD3OD) δ 8.59-8.51 (d, J=1.4, 2H), 8.20-8.14 (dd, J=8.0, 1.3, 1H), 7.82-7.76 (m, 1H), 7.72-7.67 (m, 1H), 7.59-7.52 (m, 1H), 7.51-7.46 (dd, J=7.7, 1.3, 1H), 7.38-7.31 (m, 2H... Starting materials: COC(CCC1(C(OC(OC1=O)(C)C)=O)CCCSC(C1=CC=CC=C1)(C1=CC=CC=C1)C1=CC=CC=C1)=O (2,2-Dimethyl-4,6-dioxo-5-[3-[(triphenylmethyl)thio]propyl]-1,3-dioxane-5-propanoic acid methylester), [OH-].[Na+] (sodium hydroxide). Product: C1(=CC=CC=C1)C(SCCCC(CCC(=O)O)(C(=O)O)C(=O)O)(C1=CC=CC=C1)C1=CC=CC=C1 (6-[(triphenylmethyl)thio]-1,3,3-hexanetricarboxylic acid). The solvent is O1CCOCC1 (1,4-dioxane), O (water). As a reaction SMILES: C[O:2][C:3](=[O:39])[CH2:4][CH2:5][C:6]1([CH2:16][CH2:17][CH2:18][S:19][C:20]([C:33]2[CH:38]=[CH:37][CH:36]=[CH:35][CH:34]=2)([C:27]2[CH:32]=[CH:31][CH:30]=[CH:29][CH:28]=2)[C:21]2[CH:26]=[CH:25][CH:24]=[CH:23][CH:22]=2)[C:11](=[O:12])[O:10]C(C)(C)[O:8][C:7]1=[O:15].[OH-].[Na+]>O1CCOCC1.O>[C:27]1([C:20]([C:33]2[CH:38]=[CH:37][CH:36]=[CH:35][CH:34]=2)([C:21]2[CH:26]=[CH:25][CH:24]=[CH:23][CH:22]=2)[S:19][CH2:18][CH2:17][CH2:16][C:6]([C:11]([OH:12])=[O:10])([C:7]([OH:15])=[O:8])[CH2:5][CH2:4][C:3]([OH:39])=[O:2])[CH:32]=[CH:31][CH:30]=[CH:29][CH:28]=1 |f:1.2|. Reaction conditions: temperature 100 celsius. Procedure: 2.56 mmol of 2,2-dimethyl-4,6-dioxo-5-[3-[(triphenylmethyl)thio]propyl]-1,3-dioxane-5-propanoic acid methyl ester (II) (1.4 g) with 18 mmol of sodium hydroxide (0.72 g) was dissolved in a mixture of 5 ml of 1,4-dioxane and 5 ml of water. The mixture was then heated to 100° C. for 1 hour, evaporated to dryness, dissolved in water and precipitated by addition of 1 M sulfuric acid. The precipitate was filtered off, washed with water and dried in a dessicator. Yield 1.36 g of 6-[(triphenylmethyl)thi... Procedure: A solution of ethyl 5-chloro-6,7,8,9-tetrahydro-4-oxo-10-propyl-4H-naphtho[2,3-b]pyran-2-carboxylate (9 g) and desiccated potassium fluoride (2.32 g) in DMF (50 ml) was heated at 160° for 3.5 hours. After cooling, the reaction mixture was poured into water (250 ml) and the precipitate filtered off, washed with water and dried. Recrystallisation from cyclohexane gave the title compound as a pale-yellow solid, mp 126°-9°. RXN SMILES: Cl[C:2]1[C:15]2[C:14](=[O:16])[CH:13]=[C:12]([C:17]([O:19][CH2:20][CH3:21])=[O:18])[O:11][C:10]=2[C:9]([CH2:22][CH2:23][CH3:24])=[C:8]2[C:3]=1[CH2:4][CH2:5][CH2:6][CH2:7]2.[F-:25].[K+].O>CN(C=O)C>[F:25][C:2]1[C:15]2[C:14](=[O:16])[CH:13]=[C:12]([C:17]([O:19][CH2:20][CH3:21])=[O:18])[O:11][C:10]=2[C:9]([CH2:22][CH2:23][CH3:24])=[C:8]2[C:3]=1[CH2:4][CH2:5][CH2:6][CH2:7]2 |f:1.2|. Run in CN(C)C=O (DMF). Starting materials: ClC1=C2CCCCC2=C(C=2OC(=CC(C21)=O)C(=O)OCC)CCC (ethyl 5-chloro-6,7,8,9-tetrahydro-4-oxo-10-propyl-4H-naphtho[2,3-b]pyran-2-carboxylate), [F-].[K+] (potassium fluoride), O (water). Product: FC1=C2CCCCC2=C(C=2OC(=CC(C21)=O)C(=O)OCC)CCC (Ethyl 5-fluoro-6,7,8,9-tetrahydro-4-oxo-10-propyl-4H-naphtho[2,3-b]pyran-2-carboxylate). The reactants are IC=1C=CC(=C2CNC(C12)=O)C (7-iodo-4-methylisoindolinone), NC=1C=CC(=C2CNC(C12)=O)C (7-amino-4-methylisoindolinone), NC=1C=CC=C2CNC(C12)=O (7-aminoisoindolinone), [I-].[K+] (potassium iodide), II (iodine), [N+](=O)(OC(C)(C)C)[O-] (tert-butyl nitrate). The reagents and catalysts are [Cu](I)I (copper iodide). The solvent is C(C)#N (acetonitrile). The product is IC=1C=CC=C2CNC(C12)=O (7-iodoisoindolinone). Isolated yield 50.0%. As a reaction SMILES: NC1C=CC(C)=C2C=1C(=O)NC2.NC1C=CC=C2C=1C(=O)NC2.[I-].[K+].II.[N+]([O-])(OC(C)(C)C)=O.[I:36][C:37]1[CH:38]=[CH:39][C:40](C)=[C:41]2[C:45]=1[C:44](=[O:46])[NH:43][CH2:42]2>C(#N)C.[Cu](I)I>[I:36][C:37]1[CH:38]=[CH:39][CH:40]=[C:41]2[C:45]=1[C:44](=[O:46])[NH:43][CH2:42]2 |f:2.3|. Procedure: In a similar manner to Step 4 of Example 140, a mixture of 7-amino-4-methylisoindolinone and 7-aminoisoindolinone (10/1, 57.4 mg, 0.357 mmol) was dissolved in acetonitrile (4.6 mL), and the solution was treated with potassium iodide (78 mg, 0.47 mmol), copper iodide (90 mg, 0.47 mmol), iodine (120 mg, 0.471 mmol) and tert-butyl nitrate (0.128 mL, 1.07 mmol), followed by purification by preparative thin-layer chromatography (chloroform/acetonitrile=5/1) to obtain a mixture of 7-iodo-4-methylisoin... The reactants are C(C1=CC=CC=C1)OC(=O)NC1=CN=C(N(C1=O)CC(=O)NC(C(C(F)(F)F)=O)C(C)C)C1=CC=CC=C1 (2-(5-benzyloxycarbonylamino-6-oxo-2-phenyl-1,6-dihydro-1-pyrimidinyl)-N-(3,3,3-trifluoro-1-isopropyl-2-oxopropyl)acetamide). Reagents/catalysts: [Pd] (palladium on carbon). The solvent is O1CCCC1 (tetrahydrofuran), C(C)O (ethanol). Product: NC1=CN=C(N(C1=O)CC(=O)NC(C(C(F)(F)F)=O)C(C)C)C1=CC=CC=C1 (2-(5-amino-6-oxo-2-phenyl-1,6-dihydro-1-pyrimidinyl)-N-(3,3,3-trifluoro-1-isopropyl-2-oxopropyl)acetamide). The yield is 80.3%. As a reaction SMILES: C(OC([NH:11][C:12]1[C:17](=[O:18])[N:16]([CH2:19][C:20]([NH:22][CH:23]([CH:30]([CH3:32])[CH3:31])[C:24](=[O:29])[C:25]([F:28])([F:27])[F:26])=[O:21])[C:15]([C:33]2[CH:38]=[CH:37][CH:36]=[CH:35][CH:34]=2)=[N:14][CH:13]=1)=O)C1C=CC=CC=1>O1CCCC1.C(O)C.[Pd]>[NH2:11][C:12]1[C:17](=[O:18])[N:16]([CH2:19][C:20]([NH:22][CH:23]([CH:30]([CH3:32])[CH3:31])[C:24](=[O:29])[C:25]([F:27])([F:26])[F:28])=[O:21])[C:15]([C:33]2[CH:34]=[CH:35][CH:36]=[CH:37][CH:38]=2)=[N:14][CH:13]=1. Procedure: To a solution of 2-(5-benzyloxycarbonylamino-6-oxo-2-phenyl-1,6-dihydro-1-pyrimidinyl)-N-(3,3,3-trifluoro-1-isopropyl-2-oxopropyl)acetamide (1.9 g) in tetrahydrofuran (50 mL) and ethanol (50 mL) was added 10% (w/w) palladium on carbon (0.29 g) and the resulting solution was placed under a hydrogen atmosphere (0.75 bar) for 12 h. The catalyst was removed by filtration through diatomaceous earth and the solvent was evaporated. The resulting oil was crystallized from ether. The product was collecte... Reactants: C(CCC)C1=CC=C(C=O)C=C1 (4-butylbenzaldehyde), [N+](=O)([O-])CC (nitroethane), C(CCC)N (butylamine). Run in C(C)O (ethanol). The product is C(CCC)C1=CC=C(C=C1)C=C(C)[N+](=O)[O-] (1-(4-butylphenyl)-2-nitropropene). As a reaction SMILES: [CH2:1]([C:5]1[CH:12]=[CH:11][C:8]([CH:9]=O)=[CH:7][CH:6]=1)[CH2:2][CH2:3][CH3:4].[N+:13]([CH2:16][CH3:17])([O-:15])=[O:14].C(N)CCC>C(O)C>[CH2:1]([C:5]1[CH:12]=[CH:11][C:8]([CH:9]=[C:16]([N+:13]([O-:15])=[O:14])[CH3:17])=[CH:7][CH:6]=1)[CH2:2][CH2:3][CH3:4]. Reported procedure: A stirred solution of 4-butylbenzaldehyde (13.5 g), nitroethane (9.0 ml) and butylamine (1.6 ml) in ethanol (20 ml) was heated under reflux for 6 hours and evaporated. The residue was distilled under vacuum to give 1-(4-butylphenyl)-2-nitropropene (bp 124°-125° C./0.15 mm). Starting materials: C1=CC=CC=2C3=CC=CC=C3C(C12)COC(=O)N[C@@H](COC(C)(C)C)C(=O)NCCC1=CC(O)=C(O)C=C1 (N-[Nα-(9-fluorenylmethoxycarbonyl)-O-tert-butyl-L-seryl]dopamine), COC1=C(C=CC(=O)O)C=C(C=C1)OC (2,5-dimethoxycinnamic acid). Yields the product COC1=C(C=CC(=O)N[C@@H](COC(C)(C)C)C(=O)NCCC2=CC(O)=C(O)C=C2)C=C(C=C1)OC (N-[Nα-(2,5-Dimethoxycinnamoyl)-O-tert-butyl-L-seryl]dopamine), powder. The yield is 56.0%. As a reaction SMILES: C1C2C(CO[C:16]([NH:18][C@H:19]([C:26]([NH:28][CH2:29][CH2:30][C:31]3[CH:38]=[CH:37][C:35]([OH:36])=[C:33]([OH:34])[CH:32]=3)=[O:27])[CH2:20][O:21][C:22]([CH3:25])([CH3:24])[CH3:23])=[O:17])C3C(=CC=CC=3)C=2C=CC=1.[CH3:39][O:40][C:41]1[CH:51]=[CH:50][C:49]([O:52][CH3:53])=[CH:48][C:42]=1[CH:43]=[CH:44]C(O)=O>>[CH3:39][O:40][C:41]1[CH:51]=[CH:50][C:49]([O:52][CH3:53])=[CH:48][C:42]=1[CH:43]=[CH:44][C:16]([NH:18][C@H:19]([C:26]([NH:28][CH2:29][CH2:30][C:31]1[CH:38]=[CH:37][C:35]([OH:36])=[C:33]([OH:34])[CH:32]=1)=[O:27])[CH2:20][O:21][C:22]([CH3:23])([CH3:24])[CH3:25])=[O:17]. Procedure details: The title compound was prepared from N-[Nα-(9-fluorenylmethoxycarbonyl)-O-tert-butyl-L-seryl]dopamine (572 mg, 1.1 mmol, example 42, step A) as described for example 42 (step B) using 2,5-dimethoxycinnamic acid (345 mg, 1.7 mmol) instead of caffeic acid. The crude material was purified by flash chromatography using 10% EtOAc/CH2Cl2/1% AcOH and 50% EtOAc/CH2Cl2 as the eluent. The title compound was obtained as a yellow powder (300 mg, 56%).